From a dataset of the Open Reaction Database (ORD), a public repository of structured organic reaction records. describe an organic reaction: reactants, conditions, products, and yield Starting materials: CCOC(=O)c1cc2ccc(Br)cc2[nH]1, N#CCCl, [H-], [Na+], CN(C)C=O, O. Yields the product CCOC(=O)c1cc2ccc(Br)cc2n1CC#N. RXN SMILES: [Br:1][c:2]1[cH:3][cH:4][c:5]2[cH:6][c:7]([C:11](=[O:12])[O:13][CH2:14][CH3:15])[nH:8][c:9]2[cH:10]1.[Cl:18][CH2:19][C:20]#[N:21].[H-:16].[Na+:17].[O:23]=[CH:24][N:25]([CH3:26])[CH3:27].[OH2:22]>>[Br:1][c:2]1[cH:3][cH:4][c:5]2[cH:6][c:7]([C:11](=[O:12])[O:13][CH2:14][CH3:15])[n:8]([CH2:19][C:20]#[N:21])[c:9]2[cH:10]1. Reactants: O=C([O-])[O-], O=c1cc(OCc2ccccc2)cc[nH]1, C=C(C(=O)OC)N(C(=O)OC(C)(C)C)C(=O)OC(C)(C)C, CC#N, [Cs+], [Cs+]. The product is COC(=O)C(Cn1ccc(OCc2ccccc2)cc1=O)N(C(=O)OC(C)(C)C)C(=O)OC(C)(C)C. RXN SMILES: [C:37](=[O:38])([O-:39])[O-:40].[CH2:22]([c:23]1[cH:24][cH:25][cH:26][cH:27][cH:28]1)[O:29][c:30]1[cH:31][c:32](=[O:36])[nH:33][cH:34][cH:35]1.[CH3:1][O:2][C:3]([C:4](=[CH2:5])[N:6]([C:7](=[O:8])[O:9][C:10]([CH3:11])([CH3:12])[CH3:13])[C:14](=[O:15])[O:16][C:17]([CH3:18])([CH3:19])[CH3:20])=[O:21].[CH3:43][C:44]#[N:45].[Cs+:41].[Cs+:42]>>[CH3:1][O:2][C:3]([CH:4]([CH2:5][n:33]1[c:32](=[O:36])[cH:31][c:30]([O:29][CH2:22][c:23]2[cH:24][cH:25][cH:26][cH:27][cH:28]2)[cH:35][cH:34]1)[N:6]([C:7](=[O:8])[O:9][C:10]([CH3:11])([CH3:12])[CH3:13])[C:14](=[O:15])[O:16][C:17]([CH3:18])([CH3:19])[CH3:20])=[O:21]. Reactants: CCN(C(C)C)C(C)C, CCCP(=O)(O)O, Cn1ncc(C(=O)O)c1C(=O)Nc1ccn2nc(N3CCOCC3)nc2c1, Cl, FC1CNC1, C1CCOC1. The product is Cn1ncc(C(=O)N2CC(F)C2)c1C(=O)Nc1ccn2nc(N3CCOCC3)nc2c1. As a reaction SMILES: [CH2:34]([N:35]([CH:36]([CH3:37])[CH3:38])[CH:39]([CH3:40])[CH3:41])[CH3:42].[CH2:43]([P:44]([OH:45])(=[O:46])[OH:47])[CH2:48][CH3:49].[CH3:1][n:2]1[n:3][cH:4][c:5]([C:25](=[O:26])[OH:27])[c:6]1[C:7]([NH:8][c:9]1[cH:10][c:11]2[n:12]([cH:13][cH:14]1)[n:15][c:16]([N:18]1[CH2:19][CH2:20][O:21][CH2:22][CH2:23]1)[n:17]2)=[O:24].[ClH:28].[F:29][CH:30]1[CH2:31][NH:32][CH2:33]1.[O:50]1[CH2:51][CH2:52][CH2:53][CH2:54]1>>[CH3:1][n:2]1[n:3][cH:4][c:5]([C:25](=[O:26])[N:32]2[CH2:31][CH:30]([F:29])[CH2:33]2)[c:6]1[C:7]([NH:8][c:9]1[cH:10][c:11]2[n:12]([cH:13][cH:14]1)[n:15][c:16]([N:18]1[CH2:19][CH2:20][O:21][CH2:22][CH2:23]1)[n:17]2)=[O:24]. The product is O=C(O)c1ccc(CNc2ccc(C3CCCCC3)cc2)cc1. The reactants are [BH3-]C#N, CO, CC(=O)O, O=Cc1ccc(C(=O)O)cc1, Nc1ccc(C2CCCCC2)cc1, [Na+]. Reaction SMILES: [C:25]([BH3-:26])#[N:27].[CH3:29][OH:30].[CH3:31][C:32](=[O:33])[OH:34].[CH:14](=[O:15])[c:16]1[cH:17][cH:18][c:19]([C:20](=[O:21])[OH:22])[cH:23][cH:24]1.[CH:1]1([c:7]2[cH:8][cH:9][c:10]([NH2:11])[cH:12][cH:13]2)[CH2:2][CH2:3][CH2:4][CH2:5][CH2:6]1.[Na+:28]>>[CH:1]1([c:7]2[cH:8][cH:9][c:10]([NH:11][CH2:14][c:16]3[cH:17][cH:18][c:19]([C:20](=[O:21])[OH:22])[cH:23][cH:24]3)[cH:12][cH:13]2)[CH2:2][CH2:3][CH2:4][CH2:5][CH2:6]1. Starting materials: CC(C)(C)OC(=O)NC(C(=O)O)c1ccc([N+](=O)[O-])cc1, CCO, [H][H]. RXN SMILES: [C:1]([CH3:2])([CH3:3])([CH3:4])[O:5][C:6](=[O:7])[NH:8][CH:9]([C:10](=[O:11])[OH:12])[c:13]1[cH:14][cH:15][c:16]([N+:19]([O-:20])=[O:21])[cH:17][cH:18]1.[CH3:24][CH2:25][OH:26].[H:22][H:23]>>[C:1]([CH3:2])([CH3:3])([CH3:4])[O:5][C:6](=[O:7])[NH:8][CH:9]([C:10](=[O:11])[OH:12])[c:13]1[cH:14][cH:15][c:16]([NH2:19])[cH:17][cH:18]1. Yields the product CC(C)(C)OC(=O)NC(C(=O)O)c1ccc(N)cc1.